From a dataset of the Open Reaction Database (ORD), a public repository of structured organic reaction records. describe an organic reaction: reactants, conditions, products, and yield Starting materials: C1=CC=CC=2C3=CC=CC=C3NC12 (carbazole), C([O-])([O-])=O.[K+].[K+] (potassium carbonate), C1COCCOCCOCCOCCOCCO1 (18-crown-6-ether). The reagents and catalysts are [Cu] (copper). The solvent is ClC1=C(C=CC=C1)Cl (o-dichlorobenzene). Yields the product N1=C(C=CC=C1)N1C2=CC=CC=C2C=2C=CC=CC12 (9-(2-pyridyl)carbazole), opal. Isolated yield 93.0%. Reaction SMILES: [CH:1]1[C:13]2[NH:12][C:11]3[C:6](=[CH:7][CH:8]=[CH:9][CH:10]=3)[C:5]=2[CH:4]=[CH:3][CH:2]=1.C(=O)([O-])[O-].[K+].[K+].C1O[CH2:36][CH2:35]OCCOCCOCCOCCOC1>ClC1C=CC=CC=1Cl.[Cu]>[N:12]1[CH:36]=[CH:35][CH:9]=[CH:10][C:11]=1[N:12]1[C:11]2[CH:10]=[CH:9][CH:8]=[CH:7][C:6]=2[C:5]2[C:13]1=[CH:1][CH:2]=[CH:3][CH:4]=2 |f:1.2.3|. Procedure details: In 40 ml of o-dichlorobenzene as solvent, 3.94 g of carbazole, 7.26 g of 2-iondopyridine, 13.10 g of potassium carbonate, 3 g of copper powder, and 0.62 g of 18-crown-6-ether were mixed and refluxed under a nitrogen atmosphere for 10 hours. Thereafter, copper and inorganic salts were removed, and the mixture was purified by column chromatography. Consequently, ligand Hpcz (9-(2-pyridyl)carbazole) was obtained (opal powder, the yield: 93%). The following is the synthesis scheme (b-1).